From a dataset of the Open Reaction Database (ORD), a public repository of structured organic reaction records. describe an organic reaction: reactants, conditions, products, and yield Starting materials: Example 1 ( ii ), Cl.O1C(=CC=C1)C=1C=C(CN)C=CC1 (3-(furan-2-yl)benzylamine hydrochloride), ClC1=CC(=C(C=C1)NC(COCC(=O)O)=O)C(=O)OC ((2-([4-chloro-2-(methoxycarbonyl)phenyl]amino)-2-oxoethoxy)acetic acid). Product: ClC=1C=CC(=C(C(=O)O)C1)NC(COCC(=O)NCC1=CC(=CC=C1)C=1OC=CC1)=O (5-chloro-2-([(2-([3-(furan-2-yl)benzyl]amino)-2-oxoethoxy)acetyl]amino)benzoic acid). Reaction SMILES: Cl.[O:2]1[CH:6]=[CH:5][CH:4]=[C:3]1[C:7]1[CH:8]=[C:9]([CH:12]=[CH:13][CH:14]=1)[CH2:10][NH2:11].[Cl:15][C:16]1[CH:21]=[CH:20][C:19]([NH:22][C:23](=[O:30])[CH2:24][O:25][CH2:26][C:27](O)=[O:28])=[C:18]([C:31]([O:33]C)=[O:32])[CH:17]=1>>[Cl:15][C:16]1[CH:21]=[CH:20][C:19]([NH:22][C:23](=[O:30])[CH2:24][O:25][CH2:26][C:27]([NH:11][CH2:10][C:9]2[CH:12]=[CH:13][CH:14]=[C:7]([C:3]3[O:2][CH:6]=[CH:5][CH:4]=3)[CH:8]=2)=[O:28])=[C:18]([CH:17]=1)[C:31]([OH:33])=[O:32] |f:0.1|. Reported procedure: Using the same method as in Example 1 (ii), 3-(furan-2-yl)benzylamine hydrochloride was reacted with the (2-([4-chloro-2-(methoxycarbonyl)phenyl]amino)-2-oxoethoxy)acetic acid obtained in Example 1-(i) to give 5-chloro-2-([(2-([3-(furan-2-yl)benzyl]amino)-2-oxoethoxy)acetyl]amino)benzoic acid.methyl ester (yield: 84%). Note that 3-(furan-2-yl)benzylamine.hydrochloride was neutralized in DMA by adding an equivalent amount of triethylamine, and then used in the reaction. Procedure: 2-(2,5-Dichloro-pyrimidin-4-ylamino)-N,N-dimethyl-benzenesulfonamide was reacted with 3-1,4-Dioxinan-2-ylmethyl-8-methoxy-2,3,4,5-tetrahydro-1H-3-benzazepin-7-ylamine, in a similar manner as Example 601b, to yield desired product 2-[5-Chloro-2-(3-[1,4]dioxan-2-ylmethyl-8-methoxy-2,3,4,5-tetrahydro-1H-benzo[d]azepin-7-ylamino)-pyrimidin-4-ylamino]-N,N-dimethyl-benzenesulfonamide as a lyophylate (18%); 1H NMR (400 MHz, DMSO-d6) δ 9.82 (s, 1H), 9.35 (s, 1H), 8.45 (s, 1H), 8.32 (s, 1H), 8.25 (s, 1H)... As a reaction SMILES: Cl[C:2]1[N:7]=[C:6]([NH:8][C:9]2[CH:14]=[CH:13][CH:12]=[CH:11][C:10]=2[S:15]([N:18]([CH3:20])[CH3:19])(=[O:17])=[O:16])[C:5]([Cl:21])=[CH:4][N:3]=1.[O:22]1[CH2:27][CH2:26][O:25][CH2:24][CH:23]1[CH2:28][N:29]1[CH2:35][CH2:34][C:33]2[CH:36]=[C:37]([O:41][CH3:42])[C:38]([NH2:40])=[CH:39][C:32]=2[CH2:31][CH2:30]1>>[Cl:21][C:5]1[C:6]([NH:8][C:9]2[CH:14]=[CH:13][CH:12]=[CH:11][C:10]=2[S:15]([N:18]([CH3:20])[CH3:19])(=[O:17])=[O:16])=[N:7][C:2]([NH:40][C:38]2[C:37]([O:41][CH3:42])=[CH:36][C:33]3[CH2:34][CH2:35][N:29]([CH2:28][CH:23]4[CH2:24][O:25][CH2:26][CH2:27][O:22]4)[CH2:30][CH2:31][C:32]=3[CH:39]=2)=[N:3][CH:4]=1. Yields the product ClC=1C(=NC(=NC1)NC1=CC2=C(CCN(CC2)CC2OCCOC2)C=C1OC)NC1=C(C=CC=C1)S(=O)(=O)N(C)C (2-[5-Chloro-2-(3-[1,4]dioxan-2-ylmethyl-8-methoxy-2,3,4,5-tetrahydro-1H-benzo[d]azepin-7-ylamino)-pyrimidin-4-ylamino]-N,N-dimethyl-benzenesulfonamide). The reactants are ClC1=NC=C(C(=N1)NC1=C(C=CC=C1)S(=O)(=O)N(C)C)Cl (2-(2,5-Dichloro-pyrimidin-4-ylamino)-N,N-dimethyl-benzenesulfonamide), O1C(COCC1)CN1CCC2=C(CC1)C=C(C(=C2)N)OC (3-1,4-Dioxinan-2-ylmethyl-8-methoxy-2,3,4,5-tetrahydro-1H-3-benzazepin-7-ylamine).